describe an organic reaction: reactants, conditions, products, and yield From a dataset of the Open Reaction Database (ORD), a public repository of structured organic reaction records. The reactants are NC1=CC=C(C=C)C=C1 (p-aminostyrene), C=1(C(=CC=CC1)N=C=O)C (o-tolyl isocyanate). Solvent: C(Cl)(Cl)Cl (chloroform). The product is C=CC1=CC=CC=C1.C1(=C(C=CC=C1)NC(=O)N)C (o-Tolyl Urea Styrene). As a reaction SMILES: [NH2:1][C:2]1[CH:9]=[CH:8][C:5]([CH:6]=[CH2:7])=[CH:4][CH:3]=1.[C:10]1([CH3:19])[C:11]([N:16]=[C:17]=[O:18])=[CH:12][CH:13]=[CH:14][CH:15]=1>C(Cl)(Cl)Cl>[CH2:7]=[CH:6][C:5]1[CH:8]=[CH:9][CH:2]=[CH:3][CH:4]=1.[C:10]1([CH3:19])[CH:15]=[CH:14][CH:13]=[CH:12][C:11]=1[NH:16][C:17]([NH2:1])=[O:18] |f:3.4|. Procedure details: 1.00 g (8.40 mmol) of p-aminostyrene (99% Tokyo Kasei) was added to a 250 ml round bottom flask containing 10 ml of chloroform. After ten minutes of mixing, 1.12 g (8.41 mmol) of o-tolyl isocyanate (99% Aldrich) was added dropwise. Within seconds, a yellow precipitate formed. The precipitate was filtered to remove the reaction liquid, then washed with 20 ml of chloroform resulting in pale yellow powder (1.45 g, 68% crude yield, mp=193° C.). The reactants are C(C)[Si](\C(=C\C1=CC=CC=C1)\C)(CC)CC ((E)-β-triethylsilyl-β-methylstyrene), C(C)[Si](\C(=C/C)\C1=CC=CC=C1)(CC)CC ((Z)-α-triethylsilyl-β-methylstyrene), C1(=CC=CC=C1)C#CC (1-phenylpropyne), C(C)[SiH](CC)CC (triethylsilane), C(C)[Si](\C(=C/C1=CC=CC=C1)\C)(CC)CC ((Z)-β-triethylsilyl-β-methylstyrene). The reagents and catalysts are [Rh](Cl)(Cl)Cl.C1(=CC=CC=C1)P(C1=CC=CC=C1)C1=CC=CC=C1.C1(=CC=CC=C1)P(C1=CC=CC=C1)C1=CC=CC=C1.C1(=CC=CC=C1)P(C1=CC=CC=C1)C1=CC=CC=C1 (tris(triphenylphosphine) rhodium chloride). Conditions: temperature 100 celsius. Yields the product C(C)[Si](/C(=C/C)/C1=CC=CC=C1)(CC)CC ((E)-α-triethylsilyl-β-methylstyrene). Isolated yield 4.0%. As a reaction SMILES: C1(C#CC)C=CC=CC=1.C([SiH](CC)CC)C.C([Si](CC)(CC)/C(/C)=C\C1C=CC=CC=1)C.C([Si](CC)(CC)/C(/C)=C/C1C=CC=CC=1)C.[CH2:49]([Si:51]([CH2:63][CH3:64])([CH2:61][CH3:62])/[C:52](/[C:55]1[CH:60]=[CH:59][CH:58]=[CH:57][CH:56]=1)=[CH:53]\[CH3:54])[CH3:50]>[Rh](Cl)(Cl)Cl.C1(P(C2C=CC=CC=2)C2C=CC=CC=2)C=CC=CC=1.C1(P(C2C=CC=CC=2)C2C=CC=CC=2)C=CC=CC=1.C1(P(C2C=CC=CC=2)C2C=CC=CC=2)C=CC=CC=1>[CH2:61]([Si:51]([CH2:49][CH3:50])([CH2:63][CH3:64])/[C:52](/[C:55]1[CH:60]=[CH:59][CH:58]=[CH:57][CH:56]=1)=[CH:53]/[CH3:54])[CH3:62] |f:5.6.7.8|. Procedure details: A mixture of 0.125 ml (1.0 mmol) of 1-phenylpropyne, 0.192 ml (1.2 mmol) of triethylsilane, and 9.9 mg (0.01 mmol) of chlorodium tris(triphenylphosphine) rhodium chloride was heated in a sealed tube at 100° C. for 16 hours while being stirred. GLC analysis of the reaction mixture revealed that (Z)-β-triethylsilyl-β-methylstyrene, (E)-β-triethylsilyl-β-methylstyrene, (Z)-α-triethylsilyl-β-methylstyrene, and (E)-α-triethylsilyl-β-methylstyrene were produced in a yield of 4%, 33%, 7%, and 56%, resp...